This data is from the Open Reaction Database (ORD), a public repository of structured organic reaction records. The task is: describe an organic reaction: reactants, conditions, products, and yield Reactants: C=C[Sn](CCCC)(CCCC)CCCC, CN(C)C=O, O=S(=O)(c1ccccc1)n1ccc2cc(Br)cnc21, c1ccc(P(c2ccccc2)(c2ccccc2)[Pd](P(c2ccccc2)(c2ccccc2)c2ccccc2)(P(c2ccccc2)(c2ccccc2)c2ccccc2)P(c2ccccc2)(c2ccccc2)c2ccccc2)cc1. Product: C=Cc1cnc2c(ccn2S(=O)(=O)c2ccccc2)c1. Reaction SMILES: [CH2:20]([CH2:21][CH2:33][CH3:34])[Sn:22]([CH2:23][CH2:24][CH2:25][CH3:26])([CH2:27][CH2:28][CH2:29][CH3:30])[CH:31]=[CH2:32].[CH3:35][N:36]([CH3:37])[CH:38]=[O:39].[c:1]1([S:7](=[O:8])(=[O:9])[n:10]2[cH:11][cH:12][c:13]3[c:14]2[n:15][cH:16][c:17]([Br:19])[cH:18]3)[cH:2][cH:3][cH:4][cH:5][cH:6]1.[cH:40]1[cH:41][cH:42][c:43]([P:44]([Pd:45]([P:46]([c:47]2[cH:48][cH:49][cH:50][cH:51][cH:52]2)([c:53]2[cH:54][cH:55][cH:56][cH:57][cH:58]2)[c:59]2[cH:60][cH:61][cH:62][cH:63][cH:64]2)([P:65]([c:66]2[cH:67][cH:68][cH:69][cH:70][cH:71]2)([c:72]2[cH:73][cH:74][cH:75][cH:76][cH:77]2)[c:78]2[cH:79][cH:80][cH:81][cH:82][cH:83]2)[P:84]([c:85]2[cH:86][cH:87][cH:88][cH:89][cH:90]2)([c:91]2[cH:92][cH:93][cH:94][cH:95][cH:96]2)[c:97]2[cH:98][cH:99][cH:100][cH:101][cH:102]2)([c:103]2[cH:104][cH:105][cH:106][cH:107][cH:108]2)[c:109]2[cH:110][cH:111][cH:112][cH:113][cH:114]2)[cH:115][cH:116]1>>[c:1]1([S:7](=[O:8])(=[O:9])[n:10]2[cH:11][cH:12][c:13]3[c:14]2[n:15][cH:16][c:17]([CH:20]=[CH2:21])[cH:18]3)[cH:2][cH:3][cH:4][cH:5][cH:6]1.